Dataset: the Open Reaction Database (ORD), a public repository of structured organic reaction records. Task: describe an organic reaction: reactants, conditions, products, and yield Reactants: I.CC1NC(=NC2=CC(=CC=C12)C(F)(F)F)SC (4-Methyl-2-methylsulfanyl-7-trifluoromethyl-3,4-dihydro-quinazoline hydroiodide), O(C1=CC=CC=C1)CCN (2-phenoxyethyl amine), [OH-].[Na+] (sodium hydroxide), C(Cl)Cl (methylene chloride). Reagents/catalysts: OO (hydrogen peroxide). The solvent is O (water), C(C)#N (acetonitrile). Conditions: temperature 170 celsius. Yields the product CC1NC(=NC2=CC(=CC=C12)C(F)(F)F)NCCOC1=CC=CC=C1 ((4-Methyl-7-trifluoromethyl-3,4-dihydro-quinazolin-2-yl)-(2-phenoxy-ethyl)-amine). The yield is 99.2%. Reaction SMILES: I.[CH3:2][CH:3]1[C:12]2[C:7](=[CH:8][C:9]([C:13]([F:16])([F:15])[F:14])=[CH:10][CH:11]=2)[N:6]=[C:5](SC)[NH:4]1.[O:19]([CH2:26][CH2:27][NH2:28])[C:20]1[CH:25]=[CH:24][CH:23]=[CH:22][CH:21]=1.[OH-].[Na+].C(Cl)Cl>C(#N)C.OO.O>[CH3:2][CH:3]1[C:12]2[C:7](=[CH:8][C:9]([C:13]([F:16])([F:15])[F:14])=[CH:10][CH:11]=2)[N:6]=[C:5]([NH:28][CH2:27][CH2:26][O:19][C:20]2[CH:25]=[CH:24][CH:23]=[CH:22][CH:21]=2)[NH:4]1 |f:0.1,3.4|. Reported procedure: 4-Methyl-2-methylsulfanyl-7-trifluoromethyl-3,4-dihydro-quinazoline hydroiodide (116 mg, 0.30 mmol) and 2-phenoxyethyl amine (126 mg, 0.9 mmol) were dissolved in acetonitrile (0.9 ml) and heated to 170° C. in a sealed tube in a microwave oven for 30 minutes. After cooling the reaction was treated with 1N aqueous sodium hydroxide solution, methylene chloride and 5 to 7 drops of 30% aqueous hydrogen peroxide solution. After the reaction has ceased the reaction was diluted with little water and the... Starting materials: CN(C)C(=O)C(Cc1ccc(-c2ccccc2)cc1)N(C(=O)[O-])C(C)(C)C, ClCCl, O=C(O)C(F)(F)F. Yields the product CN(C)C(=O)C(N)Cc1ccc(-c2ccccc2)cc1. Reaction SMILES: [C:8]([N:12]([C:9](=[O:10])[O-:11])[CH:16]([C:17](=[O:18])[N:19]([CH3:20])[CH3:21])[CH2:22][c:23]1[cH:24][cH:25][c:26](-[c:29]2[cH:30][cH:31][cH:32][cH:33][cH:34]2)[cH:27][cH:28]1)([CH3:13])([CH3:14])[CH3:15].[CH2:35]([Cl:36])[Cl:37].[OH:1][C:2]([C:3]([F:4])([F:5])[F:6])=[O:7]>>[NH2:12][CH:16]([C:17](=[O:18])[N:19]([CH3:20])[CH3:21])[CH2:22][c:23]1[cH:24][cH:25][c:26](-[c:29]2[cH:30][cH:31][cH:32][cH:33][cH:34]2)[cH:27][cH:28]1. Starting materials: resultant mixture, CS(=O)(=O)C1=CC=C(CBr)C=C1 (4-Methylsulphonylbenzyl bromide), ClC1=NC=2N3[C@H](CNC2C=N1)COCC3 ((R)-2-chloro-5,6,6a,7,9,10-hexahydro-[1,4]oxazino[3,4-h]pteridine), CC(C)([O-])C.[K+] (potassium tert-butoxide). Solvent: CS(=O)C (DMSO), CCOC(=O)C (EtOAc), O (water). The product is ClC1=NC=2N3[C@H](CN(C2C=N1)CC1=CC=C(C=C1)S(=O)(=O)C)COCC3 ((R)-2-chloro-5-(4-(methylsulfonyl)benzyl)-5,6,6a,7,9,10-hexahydro-[1,4]oxazino[3,4-h]pteridine). The yield is 32.1%. RXN SMILES: [CH3:1][S:2]([C:5]1[CH:12]=[CH:11][C:8]([CH2:9]Br)=[CH:7][CH:6]=1)(=[O:4])=[O:3].[Cl:13][C:14]1[N:23]=[CH:22][C:21]2[NH:20][CH2:19][C@@H:18]3[CH2:24][O:25][CH2:26][CH2:27][N:17]3[C:16]=2[N:15]=1.CC(C)([O-])C.[K+]>CS(C)=O.CCOC(C)=O.O>[Cl:13][C:14]1[N:23]=[CH:22][C:21]2[N:20]([CH2:9][C:8]3[CH:11]=[CH:12][C:5]([S:2]([CH3:1])(=[O:4])=[O:3])=[CH:6][CH:7]=3)[CH2:19][C@@H:18]3[CH2:24][O:25][CH2:26][CH2:27][N:17]3[C:16]=2[N:15]=1 |f:2.3|. Procedure details: 4-Methylsulphonylbenzyl bromide (121 mg, 0.485 mmol) was added to a mixture of (R)-2-chloro-5,6,6a,7,9,10-hexahydro-[1,4]oxazino[3,4-h]pteridine (PREPARATION x3, 100 mg, 0.441 mmol) and potassium tert-butoxide (59.4 mg, 0.529 mmol) in DMSO (2206 μL) at room temperature. The resultant mixture was stirred overnight at room temperature and subsequently diluted with EtOAc and water. The mixture was extracted twice with EtOAc. The combined extracts were washed with brine, dried over Na2SO4, filtered,... Procedure: 1-tert-butyl-2-(4-amino-1H-pyrazolo[3,4-d]pyrimidin-3-yl)phenol (5 mg, 0.014 mmol) was dissolved in a solution of formic acid (2 mL) and conc. HCl (0.2 mL) and heated to reflux for 30 min. Reaction was concentrated in vacuo and purified by RP-HPLC (MeCN:H2O:0.1% TFA). ESI-MS (M+H)+ m/z calcd 228.1, found 228.3. Yields the product NC1=C2C(=NC=N1)NN=C2C2=C(C=CC=C2)O (2-(4-amino-1H-pyrazolo[3,4-d]pyrimidin-3-yl)phenol). Reactants: C(C)(C)(C)C1(C(C=CC=C1)C1=NNC2=NC=NC(=C21)N)O (1-tert-butyl-2-(4-amino-1H-pyrazolo[3,4-d]pyrimidin-3-yl)phenol). The solvent is C(=O)O (formic acid), Cl (HCl). As a reaction SMILES: C([C:5]1([OH:21])[CH:10]=[CH:9][CH:8]=[CH:7][CH:6]1[C:11]1[C:19]2[C:14](=[N:15][CH:16]=[N:17][C:18]=2[NH2:20])[NH:13][N:12]=1)(C)(C)C>C(O)=O.Cl>[NH2:20][C:18]1[N:17]=[CH:16][N:15]=[C:14]2[NH:13][N:12]=[C:11]([C:6]3[CH:7]=[CH:8][CH:9]=[CH:10][C:5]=3[OH:21])[C:19]=12. Reactants: FC1=CC=C(CN(C(=O)[C@@]2([C@@H](C2)\C=C\C=O)C2=CC(=C(C=C2)Cl)Cl)C)C=C1 ((1S,2S)-1-(3,4-Dichloro-phenyl)-2-((E)-3-oxo-propenyl)-cyclopropanecarboxylic acid (4-fluoro-benzyl)-methyl-amide), C1(=CC=CC=C1)C1(CCNCC1)NC(C)=O (N-(4-Phenyl-piperidin-4-yl)-acetamide), C(#N)[BH3-].[Na+] (sodium cyanoborohydride). The solvent is C(C)O (ethanol), C(C)O (ethanol). Reaction conditions: time 2 hour. Product: FC1=CC=C(CN(C(=O)[C@@]2([C@@H](C2)\C=C\CN2CCC(CC2)(C2=CC=CC=C2)NC(C)=O)C2=CC(=C(C=C2)Cl)Cl)C)C=C1 ((1S,2S)-2-[(E)-3-(4-Acetylamino-4-phenyl-piperidin-1-yl)-propenyl]-1-(3,4-dichloro-phenyl)-cyclopropanecarboxylic acid (4-fluoro-benzyl)-methyl-amide). Reaction SMILES: [C:1]1([C:7]2([NH:13][C:14](=[O:16])[CH3:15])[CH2:12][CH2:11][NH:10][CH2:9][CH2:8]2)[CH:6]=[CH:5][CH:4]=[CH:3][CH:2]=1.[F:17][C:18]1[CH:43]=[CH:42][C:21]([CH2:22][N:23]([CH3:41])[C:24]([C@@:26]2([C:33]3[CH:38]=[CH:37][C:36]([Cl:39])=[C:35]([Cl:40])[CH:34]=3)[CH2:28][C@H:27]2/[CH:29]=[CH:30]/[CH:31]=O)=[O:25])=[CH:20][CH:19]=1.C([BH3-])#N.[Na+]>C(O)C>[F:17][C:18]1[CH:43]=[CH:42][C:21]([CH2:22][N:23]([CH3:41])[C:24]([C@@:26]2([C:33]3[CH:38]=[CH:37][C:36]([Cl:39])=[C:35]([Cl:40])[CH:34]=3)[CH2:28][C@H:27]2/[CH:29]=[CH:30]/[CH2:31][N:10]2[CH2:11][CH2:12][C:7]([NH:13][C:14](=[O:16])[CH3:15])([C:1]3[CH:2]=[CH:3][CH:4]=[CH:5][CH:6]=3)[CH2:8][CH2:9]2)=[O:25])=[CH:20][CH:19]=1 |f:2.3|. Procedure: N-(4-Phenyl-piperidin-4-yl)-acetamide (140 mg, 0.64 mmol) dissolved in ethanol (3 ml) is added to (1S,2S)-1-(3,4-Dichloro-phenyl)-2-((E)-3-oxo-propenyl)-cyclopropanecarboxylic acid (4-fluoro-benzyl)-methyl-amide dissolved in ethanol (5 ml) followed by dropwise addition of sodium cyanoborohydride (1.0M in THF, 1.97 ml, 1.97 mmol) at 0° C. After complete addition the mixture is kept at ambient temperature for 2 hours. The reaction is quenched by addition of sodium bicarbonate (3 ml, sat.) and the ...